This data is from the Open Reaction Database (ORD), a public repository of structured organic reaction records. The task is: describe an organic reaction: reactants, conditions, products, and yield Reactants: N1(CCCC1)CCCNC1=NN2C(C=3CCCCC13)=NN=C2 (6-[3-(1-pyrrolidinyl)propylamino]-7,8,9,10-tetrahydro-1,2,4-triazolo[3,4-a]phthalazine), Cl (hydrogen chloride), C(C)O (ethanol). Yields the product O.Cl.Cl.N1(CCCC1)CCCNC1=NN2C(C=3CCCCC13)=NN=C2.N2(CCCC2)CCCNC2=NN1C(C=3CCCCC23)=NN=C1.Cl.Cl (6-[3-(1-pyrrolidinyl)propylamino]-7,8,9,10-tetrahydro-1,2,4-triazolo[3,4-a]phthalazine dihydrochloride hemihydrate). Reaction SMILES: [N:1]1([CH2:6][CH2:7][CH2:8][NH:9][C:10]2[C:19]3[CH2:18][CH2:17][CH2:16][CH2:15][C:14]=3[C:13]3=[N:20][N:21]=[CH:22][N:12]3[N:11]=2)[CH2:5][CH2:4][CH2:3][CH2:2]1.[ClH:23].C([OH:26])C>>[OH2:26].[ClH:23].[ClH:23].[N:1]1([CH2:6][CH2:7][CH2:8][NH:9][C:10]2[C:19]3[CH2:18][CH2:17][CH2:16][CH2:15][C:14]=3[C:13]3=[N:20][N:21]=[CH:22][N:12]3[N:11]=2)[CH2:2][CH2:3][CH2:4][CH2:5]1.[N:1]1([CH2:6][CH2:7][CH2:8][NH:9][C:10]2[C:19]3[CH2:18][CH2:17][CH2:16][CH2:15][C:14]=3[C:13]3=[N:20][N:21]=[CH:22][N:12]3[N:11]=2)[CH2:2][CH2:3][CH2:4][CH2:5]1.[ClH:23].[ClH:23] |f:3.4.5.6.7.8.9|. Procedure details: The amine obtained above was dissolved in ethanol and treated with an excess of ethereal hydrogen chloride. The solid which formed was separated by filtration to give 6-[3-(1-pyrrolidinyl)propylamino]-7,8,9,10-tetrahydro-1,2,4-triazolo[3,4-a]phthalazine dihydrochloride hemihydrate melting at about 277°-278° C. Starting materials: C(C1=CC(=CC=C1)OC)=O (m-Anisaldehyde), FC1=CNC=C1F (3,4-difluoropyrrole), B(F)(F)F (BF3). Run in C(Cl)Cl (CH2Cl2). Run at time 30 minute. Product: FC1=C2NC(=C1F)C(=C1C(=C(C(=N1)C(=C1C(=C(C(N1)=C(C=1C(=C(C(N1)=C2C2=CC(=CC=C2)OC)F)F)C2=CC(=CC=C2)OC)F)F)C2=CC(=CC=C2)OC)F)F)C2=CC(=CC=C2)OC (2,3,7,8,12,13,17,18-octafluoro-5,10,15,20-tetrakis(3-methoxyphenyl)porphyrin). The yield is 19.2%. As a reaction SMILES: [CH:1](=O)[C:2]1[CH:7]=[CH:6][CH:5]=[C:4]([O:8][CH3:9])[CH:3]=1.[F:11][C:12]1[C:16]([F:17])=[CH:15][NH:14][CH:13]=1.B(F)(F)F>C(Cl)Cl>[F:11][C:12]1[C:16]([F:17])=[C:15]2[C:1]([C:2]3[CH:7]=[CH:6][CH:5]=[C:4]([O:8][CH3:9])[CH:3]=3)=[C:15]3[N:14]=[C:13]([C:1]([C:2]4[CH:7]=[CH:6][CH:5]=[C:4]([O:8][CH3:9])[CH:3]=4)=[C:15]4[NH:14][C:13](=[C:1]([C:2]5[CH:7]=[CH:6][CH:5]=[C:4]([O:8][CH3:9])[CH:3]=5)[C:13]5[C:12]([F:11])=[C:16]([F:17])[C:15](=[C:1]([C:2]6[CH:7]=[CH:6][CH:5]=[C:4]([O:8][CH3:9])[CH:3]=6)[C:13]=1[NH:14]2)[N:14]=5)[C:12]([F:11])=[C:16]4[F:17])[C:12]([F:11])=[C:16]3[F:17]. Procedure: m-Anisaldehyde (0.3 mL, 2.5 mmol), 3,4-difluoropyrrole (215 mg, 2.1 mmol), and 100 mL of dry CH2Cl2 were placed under N2 in a 250 mL round-bottom flask equipped with a magnetic stir bar. The reaction was stirred while BF3 etherate (0.9 mL, 7.1 mmol) was added via syringe. To monitor the reaction, aliquots were periodically removed from the reaction vessel, oxidized with DDQ, neutralized with pyridine, and chromatographed by silica gel TLC using CHCl3 as eluent. After 30 minutes, DDQ (1 g) and py... Reactants: CCOC(=O)CNCC1CCCc2cc(S(=O)(=O)c3cccc(F)c3)ccc21, CN, CO. The product is CNC(=O)CNCC1CCCc2cc(S(=O)(=O)c3cccc(F)c3)ccc21. RXN SMILES: [CH2:1]([O:3][C:4](=[O:2])[CH2:5][NH:6][CH2:7][CH:8]1[CH2:9][CH2:10][CH2:11][c:12]2[cH:13][c:14]([S:18](=[O:19])(=[O:20])[c:21]3[cH:22][c:23]([F:27])[cH:24][cH:25][cH:26]3)[cH:15][cH:16][c:17]21)[CH3:28].[CH3:29][NH2:30].[CH3:31][OH:32]>>[O:3]=[C:4]([CH2:5][NH:6][CH2:7][CH:8]1[CH2:9][CH2:10][CH2:11][c:12]2[cH:13][c:14]([S:18](=[O:19])(=[O:20])[c:21]3[cH:22][c:23]([F:27])[cH:24][cH:25][cH:26]3)[cH:15][cH:16][c:17]21)[NH:30][CH3:29]. Reactants: Fc1ccccc1CCl, c1ccc2[nH]nnc2c1. Yields the product Fc1ccccc1Cn1nnc2ccccc21. RXN SMILES: [Cl:10][CH2:11][c:12]1[c:13]([F:18])[cH:14][cH:15][cH:16][cH:17]1.[nH:1]1[n:2][n:3][c:4]2[c:5]1[cH:6][cH:7][cH:8][cH:9]2>>[n:1]1([CH2:11][c:12]2[c:13]([F:18])[cH:14][cH:15][cH:16][cH:17]2)[n:2][n:3][c:4]2[c:5]1[cH:6][cH:7][cH:8][cH:9]2. Reactants: O=C([O-])[O-], CCOC(C)=O, N#Cc1ccccc1F, [K+], [K+], CC(C)(C)OC(=O)N1C(c2ccc(O)cc2)CCC1(C)C(N)=O, CN(C)C=O, O. Product: CC(C)(C)OC(=O)N1C(c2ccc(Oc3ccccc3C#N)cc2)CCC1(C)C(N)=O. As a reaction SMILES: [C:33](=[O:34])([O-:35])[O-:36].[CH3:45][CH2:46][O:47][C:48](=[O:49])[CH3:50].[F:24][c:25]1[c:26]([C:27]#[N:28])[cH:29][cH:30][cH:31][cH:32]1.[K+:37].[K+:38].[NH2:1][C:2](=[O:3])[C:4]1([CH3:23])[N:5]([C:16](=[O:17])[O:18][C:19]([CH3:20])([CH3:21])[CH3:22])[CH:6]([c:9]2[cH:10][cH:11][c:12]([OH:15])[cH:13][cH:14]2)[CH2:7][CH2:8]1.[O:40]=[CH:41][N:42]([CH3:43])[CH3:44].[OH2:39]>>[NH2:1][C:2](=[O:3])[C:4]1([CH3:23])[N:5]([C:16](=[O:17])[O:18][C:19]([CH3:20])([CH3:21])[CH3:22])[CH:6]([c:9]2[cH:10][cH:11][c:12]([O:15][c:25]3[c:26]([C:27]#[N:28])[cH:29][cH:30][cH:31][cH:32]3)[cH:13][cH:14]2)[CH2:7][CH2:8]1. Reactants: CC1=NC2=CC3=C(C(=C2C(N1OC(C(C)(C)C)=O)=O)C)C(CC3)N(CC#C)C=3C=CC(=NC3)C(=O)OC (methyl 5-[N-((6RS)-2-methyl-4-oxo-3-pivaloyloxy-methyl-3,4,7,8-tetrahydro-6H-cyclopenta[g]quinazolin-6-yl)-N-(prop-2-ynyl)amino]pyridine-2-carboxylate), [OH-].[Na+] (sodium hydroxide), O (water). Run in CO (methanol). Run at time 24 hour. Yields the product CC1=NC2=CC3=C(C=C2C(N1)=O)C(CC3)N(CC#C)C=3C=CC(=NC3)C(=O)O (5-[N-((6RS)-2-Methyl-4-oxo-3,4,7,8-tetrahydro-6H-cyclopenta-[g]quinazolin-6-yl)-N-(prop-2-ynyl)amino]pyridine-2-carboxylic acid). As a reaction SMILES: [CH3:1][C:2]1[N:11](OC(=O)C(C)(C)C)[C:10](=[O:19])[C:9]2[C:4](=[CH:5][C:6]3[CH2:23][CH2:22][CH:21]([N:24]([C:28]4[CH:29]=[CH:30][C:31]([C:34]([O:36]C)=[O:35])=[N:32][CH:33]=4)[CH2:25][C:26]#[CH:27])[C:7]=3[C:8]=2C)[N:3]=1.[OH-].[Na+].O>CO>[CH3:1][C:2]1[NH:11][C:10](=[O:19])[C:9]2[C:4](=[CH:5][C:6]3[CH2:23][CH2:22][CH:21]([N:24]([C:28]4[CH:29]=[CH:30][C:31]([C:34]([OH:36])=[O:35])=[N:32][CH:33]=4)[CH2:25][C:26]#[CH:27])[C:7]=3[CH:8]=2)[N:3]=1 |f:1.2|. Procedure: A mixture of methyl 5-[N-((6RS)-2-methyl-4-oxo-3-pivaloyloxy-methyl-3,4,7,8-tetrahydro-6H-cyclopenta[g]quinazolin-6-yl)-N-(prop-2-ynyl)amino]pyridine-2-carboxylate (1 g), sodium hydroxide (0.32 g), water (10 ml) and methanol (30 ml) was stirred at ambient temperature for 24 hours. The mixture was evaporated. Water (60 ml) was added and the mixture was acidified to pH 5 by the addition of 2N aqueous hydrochloric acid. The precipitate was isolated, washed with water and dried under vacuum. There w...